Dataset: the Open Reaction Database (ORD), a public repository of structured organic reaction records. Task: describe an organic reaction: reactants, conditions, products, and yield Starting materials: C1(CC1)N(C(=O)C1=CC=2C(=NC(=C3C2N(C=N3)C)NC(=S)N)N1CC)C1CC1 (N,N-dicyclopropyl-6-ethyl-1-methyl-4-thioureido-1,6-dihydroimidazo[4,5-d]pyrrolo[2,3-b]pyridine-7-carboxamide), ClCC(C(C)(C)C)=O (1-chloro-3,3-dimethylbutan-2-one). The product is C(C)(C)(C)C=1N=C(SC1)NC1=C2C(=C3C(=N1)N(C(=C3)C(=O)N(C3CC3)C3CC3)CC)N(C=N2)C (4-(4-tert-butylthiazol-2-ylamino)-N,N-dicyclopropyl-6-ethyl-1-methyl-1,6-dihydroimidazo[4,5-d]pyrrolo[2,3-b]pyridine-7-carboxamide). As a reaction SMILES: [CH:1]1([N:4]([CH:26]2[CH2:28][CH2:27]2)[C:5]([C:7]2[N:23]([CH2:24][CH3:25])[C:10]3=[N:11][C:12]([NH:19][C:20]([NH2:22])=[S:21])=[C:13]4[N:17]=[CH:16][N:15]([CH3:18])[C:14]4=[C:9]3[CH:8]=2)=[O:6])[CH2:3][CH2:2]1.Cl[CH2:30][C:31](=O)[C:32]([CH3:35])([CH3:34])[CH3:33]>>[C:32]([C:31]1[N:22]=[C:20]([NH:19][C:12]2[N:11]=[C:10]3[N:23]([CH2:24][CH3:25])[C:7]([C:5]([N:4]([CH:1]4[CH2:2][CH2:3]4)[CH:26]4[CH2:27][CH2:28]4)=[O:6])=[CH:8][C:9]3=[C:14]3[N:15]([CH3:18])[CH:16]=[N:17][C:13]=23)[S:21][CH:30]=1)([CH3:35])([CH3:34])[CH3:33]. Reported procedure: Prepared from N,N-dicyclopropyl-6-ethyl-1-methyl-4-thioureido-1,6-dihydroimidazo[4,5-d]pyrrolo[2,3-b]pyridine-7-carboxamide (example 2B) and 1-chloro-3,3-dimethylbutan-2-one using the same procedure as reported for 2.